Dataset: the Open Reaction Database (ORD), a public repository of structured organic reaction records. Task: describe an organic reaction: reactants, conditions, products, and yield Reactants: BrC1=C(C=C(C=C1)C(F)(F)F)CO ([2-bromo-5-(trifluoromethyl)phenyl]methanol), S(=O)(Cl)Cl (thionyl chloride). Conditions: time 1 hour. The product is BrC1=C(C=C(C=C1)C(F)(F)F)CCl (1-Bromo-2-(chloromethyl)-4-(trifluoromethyl)benzene). Reaction SMILES: [Br:1][C:2]1[CH:7]=[CH:6][C:5]([C:8]([F:11])([F:10])[F:9])=[CH:4][C:3]=1[CH2:12]O.S(Cl)([Cl:16])=O>>[Br:1][C:2]1[CH:7]=[CH:6][C:5]([C:8]([F:11])([F:10])[F:9])=[CH:4][C:3]=1[CH2:12][Cl:16]. Procedure: To [2-bromo-5-(trifluoromethyl)phenyl]methanol (4.4 g, 17 mmol) was added thionyl chloride (5 mL) and the resulting mixture was stirred at room temperature for 1 h. Evaporation in vacuo gave the crude product as an oil. 1H NMR (CDCl3) δ 7.77 (d, J=8.3 Hz, 1H), 7.73 (d, J=2.0 Hz, 1H), 7.53 (dd, J=8.5, 2.2 Hz, 1H), 5.66 (d, J=12.7 Hz, 1H), 5.46 (d, J=12.2 Hz). The reactants are C(CCCCCCCCCCCC)O (tridecanol), [BH4-].[Na+] (NaBH4). Yields the product C=CCCCCCCCCCC (Dodecene). As a reaction SMILES: [CH2:1](O)[CH2:2][CH2:3][CH2:4][CH2:5][CH2:6][CH2:7][CH2:8][CH2:9][CH2:10][CH2:11][CH2:12]C.[BH4-].[Na+]>>[CH2:1]=[CH:2][CH2:3][CH2:4][CH2:5][CH2:6][CH2:7][CH2:8][CH2:9][CH2:10][CH2:11][CH3:12] |f:1.2|. Procedure details: 450 g of a tridecanol fraction prepared in this manner are post-hydrogenated with 3.5 g of NaBH4. Starting materials: C1(CCCC1)NCC(=O)O (cyclopentylglycine), S(=O)(Cl)Cl (thionyl chloride), CCO (EtOH). The product is Cl.C(C)OC(CNC1CCCC1)=O (Cyclopentylglycine ethyl ester hydrochloride salt), solid. Yield: 28.1%. As a reaction SMILES: [CH:1]1([NH:6][CH2:7][C:8]([OH:10])=[O:9])[CH2:5][CH2:4][CH2:3][CH2:2]1.S(Cl)([Cl:13])=O.[CH3:15][CH2:16]O>>[ClH:13].[CH2:15]([O:9][C:8](=[O:10])[CH2:7][NH:6][CH:1]1[CH2:5][CH2:4][CH2:3][CH2:2]1)[CH3:16] |f:3.4|. Procedure details: Cyclopentylglycine ethyl ester hydrochloride salt was prepared by the procedure in Example 1(B) utilizing cyclopentylglycine (5.0 g, 38.7 mmol), thionyl chloride (6.0 mL, 77.4 mmol) and EtOH (34.10 mL, 58.1 mmol). The ethyl ester 14aj was obtained as a white solid (2.25 g, 10.86 mmol, 56%). Starting materials: O=C1C=C(CC(C)(C)C1)C (isophorone), CC=1C=C(C=C(C1)C)O.O=C1C=C(CC(C)(C)C1)C (3,5-dimethylphenol isophorone). Product: CC=1C=C(C=C(C1)C)O (3,5-dimethylphenol). Reaction SMILES: [O:1]=[C:2]1[CH2:9][C:6](C)([CH3:7])[CH2:5][C:4]([CH3:10])=[CH:3]1.CC1C=C(O)C=C(C)C=1.O=C1CC(C)(C)CC(C)=C1>>[CH3:10][C:4]1[CH:3]=[C:2]([OH:1])[CH:9]=[C:6]([CH3:7])[CH:5]=1 |f:1.2|. Procedure: Such high isophorone concentration in the crude product proves to be a great disadvantage when, in a further step, the crude 3,5-dimethylphenol is purified by means of crystallization. The isophorone passes on into the mother liquor which is rectified to obtain the 3,5-dimrethylphenol contained therein. Since isophorone and 3,5-dimethylphenol form an azeotrope, the presence of isophorone reduces the yield of distillation. In order to avoid a reduction in yield, the 3,5-dimethylphenol/isophorone ... Starting materials: C(C)(C)(C)C=1C=C(N(N1)CCO[Si](C)(C)C(C)(C)C)NC(=O)N[C@H]1CC[C@H](C2=CC=CC=C12)OC=1C=CC=2N(C1)C(=NN2)C(C)C (1-{5-tert-Butyl-2-[2-(tert-butyl-dimethyl-silanyloxy)-ethyl]-2H-pyrazol-3-yl}-3-[(1S,4R)-4-(3-isopropyl-[1,2,4]triazolo[4,3-a]pyridin-6-yloxy)-1,2,3,4-tetrahydro-naphthalen-1-yl]-urea), CCCC[N+](CCCC)(CCCC)CCCC.[F-] (TBAF). Solvent: O (H2O), C(Cl)Cl (DCM), C1CCOC1 (THF). Reaction conditions: time 10 minute. The product is C(C)(C)(C)C=1C=C(N(N1)CCO)NC(=O)N[C@H]1CC[C@H](C2=CC=CC=C12)OC=1C=CC=2N(C1)C(=NN2)C(C)C (1-[5-tert-Butyl-2-(2-hydroxy-ethyl)-2H-pyrazol-3-yl]-3-[(1S,4R)-4-(3-isopropyl[1,2,4]triazolo[4,3-a]pyridin-6-yloxy)-1,2,3,4-tetrahydro-naphthalen-1-yl]-urea). The yield is 58.9%. As a reaction SMILES: [C:1]([C:5]1[CH:6]=[C:7]([NH:20][C:21]([NH:23][C@@H:24]2[C:33]3[C:28](=[CH:29][CH:30]=[CH:31][CH:32]=3)[C@H:27]([O:34][C:35]3[CH:36]=[CH:37][C:38]4[N:39]([C:41]([CH:44]([CH3:46])[CH3:45])=[N:42][N:43]=4)[CH:40]=3)[CH2:26][CH2:25]2)=[O:22])[N:8]([CH2:10][CH2:11][O:12][Si](C(C)(C)C)(C)C)[N:9]=1)([CH3:4])([CH3:3])[CH3:2].CCCC[N+](CCCC)(CCCC)CCCC.[F-]>C1COCC1.O.C(Cl)Cl>[C:1]([C:5]1[CH:6]=[C:7]([NH:20][C:21]([NH:23][C@@H:24]2[C:33]3[C:28](=[CH:29][CH:30]=[CH:31][CH:32]=3)[C@H:27]([O:34][C:35]3[CH:36]=[CH:37][C:38]4[N:39]([C:41]([CH:44]([CH3:46])[CH3:45])=[N:42][N:43]=4)[CH:40]=3)[CH2:26][CH2:25]2)=[O:22])[N:8]([CH2:10][CH2:11][OH:12])[N:9]=1)([CH3:4])([CH3:3])[CH3:2] |f:1.2|. Reported procedure: To a solution of Intermediate 10d (100 mg, 0.15 mmol) in THF (2 mL), TBAF (1M in THF, 0.23 mL, 0.23 mmol) was added at RT and stirred for 10 min. The reaction mixture was diluted with H2O (5 mL) and DCM (5 mL). The layers were separated, and aqueous layer was extracted with DCM (3×5 mL). The combined organic layers were dried (MgSO4), filtered, concentrated in vacuo and then purified by FCC using 0-5% [2M NH3 in MeOH] in DCM). The residue was washed with water and purified by HPLC (30%-100% MeCN... Starting materials: BrC1=C(C=C(C=C1)[N+](=O)[O-])Cl (1-bromo-2-chloro-4-nitrobenzene), N1(CCNCC1)C(=O)OC(C)(C)C (tert-butyl piperazine-1-carboxylate), C([O-])([O-])=O.[K+].[K+] (potassium carbonate). As a reaction SMILES: Br[C:2]1[CH:7]=[CH:6][C:5]([N+:8]([O-:10])=[O:9])=[CH:4][C:3]=1[Cl:11].[N:12]1([C:18]([O:20][C:21]([CH3:24])([CH3:23])[CH3:22])=[O:19])[CH2:17][CH2:16][NH:15][CH2:14][CH2:13]1.C(=O)([O-])[O-].[K+].[K+]>[Br-].C([N+](CCCC)(CCCC)CCCC)CCC.CS(C)=O.O>[Cl:11][C:3]1[CH:4]=[C:5]([N+:8]([O-:10])=[O:9])[CH:6]=[CH:7][C:2]=1[N:15]1[CH2:14][CH2:13][N:12]([C:18]([O:20][C:21]([CH3:24])([CH3:23])[CH3:22])=[O:19])[CH2:17][CH2:16]1 |f:2.3.4,5.6|. Procedure details: A mixture of 1-bromo-2-chloro-4-nitrobenzene (1 g, 4.2 mmol), tert-butyl piperazine-1-carboxylate (0.86 g, 4.6 mmol), potassium carbonate (878 mg, 6.4 mmol) and tetrabutyl ammonium bromide (137 mg, 0.42 mmol) in dimethylsulfoxide (20 mL) was heated at 125° C. for 3 hours. After cooling to ambient temperature, the mixture was diluted with water and extracted with ethyl acetate. The organic layer was washed with brine, dried over anhydrous sodium sulfate, filtered, and concentrated. The residue wa... Run at temperature 125 celsius. Solvent: CS(=O)C (dimethylsulfoxide), O (water). Yields the product ClC1=C(C=CC(=C1)[N+](=O)[O-])N1CCN(CC1)C(=O)OC(C)(C)C (tert-butyl 4-(2-chloro-4-nitrophenyl)piperazine-1-carboxylate). Reagents/catalysts: [Br-].C(CCC)[N+](CCCC)(CCCC)CCCC (tetrabutyl ammonium bromide).